This data is from the Open Reaction Database (ORD), a public repository of structured organic reaction records. The task is: describe an organic reaction: reactants, conditions, products, and yield Starting materials: O=c1ccnc2sc(SCc3ccccc3)nn12, CC(=O)O, [Cl-], [Cl-], [Cl-], ClI, [Na+], [Zn+2]. The product is O=c1c(I)cnc2sc(SCc3ccccc3)nn12. Reaction SMILES: [CH2:1]([c:2]1[cH:3][cH:4][cH:5][cH:6][cH:7]1)[S:8][c:9]1[n:10][n:11]2[c:12]([n:13][cH:14][cH:15][c:16]2=[O:17])[s:18]1.[CH3:26][C:27](=[O:28])[OH:29].[Cl-:22].[Cl-:23].[Cl-:25].[I:19][Cl:20].[Na+:21].[Zn+2:24]>>[CH2:1]([c:2]1[cH:3][cH:4][cH:5][cH:6][cH:7]1)[S:8][c:9]1[n:10][n:11]2[c:12]([n:13][cH:14][c:15]([I:19])[c:16]2=[O:17])[s:18]1. Starting materials: COC(C(=COC)C(C1=CC(=C(C=C1)C)C)=O)=O (2-(3,4-dimethyl-benzoyl)-3-methoxy-acrylic acid methyl ester), FC1=CC=C(N)C=C1 (4-fluoroaniline). Product: COC(C(=CNC1=CC=C(C=C1)F)C(C1=CC(=C(C=C1)C)C)=O)=O (2-(3,4-Dimethyl-benzoyl)-3-(4-fluoro-phenylamino)-acrylic acid methyl ester). The yield is 58.9%. RXN SMILES: [CH3:1][O:2][C:3](=[O:18])[C:4]([C:8](=[O:17])[C:9]1[CH:14]=[CH:13][C:12]([CH3:15])=[C:11]([CH3:16])[CH:10]=1)=[CH:5]OC.[F:19][C:20]1[CH:26]=[CH:25][C:23]([NH2:24])=[CH:22][CH:21]=1>>[CH3:1][O:2][C:3](=[O:18])[C:4]([C:8](=[O:17])[C:9]1[CH:14]=[CH:13][C:12]([CH3:15])=[C:11]([CH3:16])[CH:10]=1)=[CH:5][NH:24][C:23]1[CH:25]=[CH:26][C:20]([F:19])=[CH:21][CH:22]=1. Procedure details: 1 g (4.03 mmol) of the crude 2-(3,4-dimethyl-benzoyl)-3-methoxy-acrylic acid methyl ester 1a and 0.40 g (3.63 mmol) of 4-fluoroaniline were heated neat at 100° C. for 2 h. The reaction solution was cooled to room temperature and the crude product precipitated out of solution. The crude material was recrystallized from dichloromethane/hexane to yield 0.70 g of 2-(3,4-dimethyl-benzoyl)-3-(4-fluoro-phenylamino)-acrylic acid methyl ester 2g as brown crystalline solid. Conditions: time 1 hour. Starting materials: COC(C(=C(C)C)N1C(C[C@H]1SSC=1SC2=C(N1)C=CC=C2)=O)=O (2-[(4R)-4-(benzthiazol-2-yldithio)-2-oxoazetidin-1-yl]-3-methylcrotonic acid methyl ester), C(C)(=O)OC(C)=O (acetic anhydride). The reagents and catalysts are [Zn] (zinc). The solvent is C(C)(=O)O (acetic acid). Yields the product COC(C(=C(C)C)N1C(C[C@H]1SC(C)=O)=O)=O (2-[(4R)-4-Acetylthio-2-oxoazetidin-1-yl]-3-methylcrotonic acid methyl ester). Procedure: 1 g of zinc powder is added in portions over a period of one hour to a solution, stirred under nitrogen and in an ice bath, of 380 mg (1 mmol) of 2-[(4R)-4-(benzthiazol-2-yldithio)-2-oxoazetidin-1-yl]-3-methylcrotonic acid methyl ester in 3 ml of acetic anhydride and 5 ml of glacial acetic acid. The reaction mixture is further stirred for one hour at room temperature, filtered and concentrated in vacuo. The residue is taken up in methylene chloride and washed in succession with 25% aqueous ammon... As a reaction SMILES: [CH3:1][O:2][C:3](=[O:24])[C:4]([N:8]1[C@H:11]([S:12]SC2SC3C=CC=CC=3N=2)[CH2:10][C:9]1=[O:23])=[C:5]([CH3:7])[CH3:6].[C:25](OC(=O)C)(=[O:27])[CH3:26]>C(O)(=O)C.[Zn]>[CH3:1][O:2][C:3](=[O:24])[C:4]([N:8]1[C@H:11]([S:12][C:25](=[O:27])[CH3:26])[CH2:10][C:9]1=[O:23])=[C:5]([CH3:6])[CH3:7].